The task is: describe an organic reaction: reactants, conditions, products, and yield. This data is from the Open Reaction Database (ORD), a public repository of structured organic reaction records. Run at time 1 hour. Procedure: Compound 218 (50 mg, 0.14 mmol), 4-fluoro-2-trifluoromethyl-benzoyl chloride (49 mg, 0.22 mmol), and DIEA (0.07 mL, 0.43 mmol) were dissolved in dioxane (2 mL) and stirred for 1 h at room temperature. The reaction was quenched with H2O, diluted with EtOAc, and filtered through an Extrelut column. The column was washed with EtOAc, and the filtrate was concentrated. The crude product was purified via Biotage eluting with a gradient of 0 to 100% EtOAc in hexanes to provide 219 (28 mg, 36% yield) as... Reaction SMILES: [O:1]1[C:6]2[CH:7]=[C:8]([O:11][C:12]3[CH:21]=[CH:20][N:19]=[C:18]4[C:13]=3[C:14]3[CH:26]=[CH:25][CH:24]=[CH:23][C:15]=3[C:16](=[O:22])[NH:17]4)[CH:9]=[CH:10][C:5]=2[NH:4][CH2:3][CH2:2]1.[F:27][C:28]1[CH:36]=[CH:35][C:31]([C:32](Cl)=[O:33])=[C:30]([C:37]([F:40])([F:39])[F:38])[CH:29]=1.CCN(C(C)C)C(C)C>O1CCOCC1>[F:27][C:28]1[CH:36]=[CH:35][C:31]([C:32]([N:4]2[C:5]3[CH:10]=[CH:9][C:8]([O:11][C:12]4[CH:21]=[CH:20][N:19]=[C:18]5[C:13]=4[C:14]4[CH:26]=[CH:25][CH:24]=[CH:23][C:15]=4[C:16](=[O:22])[NH:17]5)=[CH:7][C:6]=3[O:1][CH2:2][CH2:3]2)=[O:33])=[C:30]([C:37]([F:38])([F:39])[F:40])[CH:29]=1. Solvent: O1CCOCC1 (dioxane). The reactants are O1CCNC2=C1C=C(C=C2)OC2=C1C3=C(C(NC1=NC=C2)=O)C=CC=C3 (1-(3,4-Dihydro-2H-benzo[1,4]oxazin-7-yloxy)-5H-benzo[c][1,8]naphthyridin-6-one), FC1=CC(=C(C(=O)Cl)C=C1)C(F)(F)F (4-fluoro-2-trifluoromethyl-benzoyl chloride), CCN(C(C)C)C(C)C (DIEA). The product is FC1=CC(=C(C(=O)N2CCOC3=C2C=CC(=C3)OC3=C2C4=C(C(NC2=NC=C3)=O)C=CC=C4)C=C1)C(F)(F)F (1-[4-(4-Fluoro-2-trifluoromethyl-benzoyl)-3,4-dihydro-2H-benzo[1,4]oxazin-7-yloxy]-5H-benzo[c][1,8]naphthyridin-6-one). The yield is 37.4%. Starting materials: BrC=1C=2C3=C(C(NC2C=CC1OC)=O)SC=C3 (9-bromo-8-methoxythieno[2,3-c]quinolin-4(5H)-one), CC1(OB(OC1(C)C)/C=C/CN1CC(CCC1)NC(OC(C)(C)C)=O)C ((E)-tert-Butyl 1-[3-(4,4,5,5-tetramethyl-1,3,2-dioxaborolan-2-yl)allyl]piperidin-3-ylcarbamate). Yields the product COC1=C(C=2C3=C(C(NC2C=C1)=O)SC=C3)/C=C/CN3CC(CCC3)NC(OC(C)(C)C)=O ((E)-tert-Butyl 1-[3-(8-Methoxy-4-oxo-4,5-dihydrothieno[2,3-c]quinolin-9-yl)allyl]piperidin-3-ylcarbamate). Yield: 46.0%. As a reaction SMILES: Br[C:2]1[C:3]2[C:4]3[CH:17]=[CH:16][S:15][C:5]=3[C:6](=[O:14])[NH:7][C:8]=2[CH:9]=[CH:10][C:11]=1[O:12][CH3:13].CC1(C)C(C)(C)OB(/[CH:26]=[CH:27]/[CH2:28][N:29]2[CH2:34][CH2:33][CH2:32][CH:31]([NH:35][C:36](=[O:42])[O:37][C:38]([CH3:41])([CH3:40])[CH3:39])[CH2:30]2)O1>>[CH3:13][O:12][C:11]1[CH:10]=[CH:9][C:8]2[NH:7][C:6](=[O:14])[C:5]3[S:15][CH:16]=[CH:17][C:4]=3[C:3]=2[C:2]=1/[CH:26]=[CH:27]/[CH2:28][N:29]1[CH2:34][CH2:33][CH2:32][CH:31]([NH:35][C:36](=[O:42])[O:37][C:38]([CH3:41])([CH3:40])[CH3:39])[CH2:30]1. Procedure details: Following General Procedure B, 9-bromo-8-methoxythieno[2,3-c]quinolin-4(5H)-one (530 mg, 1.7 mmol) was reacted with (E)-tert-Butyl 1-[3-(4,4,5,5-tetramethyl-1,3,2-dioxaborolan-2-yl)allyl]piperidin-3-ylcarbamate (320 mg, 0.88 mmol) to afford the desired product (190 mg, 47%) as a light brown solid: ESI MS m/z 456 [C24H29N3O4S+H]+.